Dataset: the Open Reaction Database (ORD), a public repository of structured organic reaction records. Task: describe an organic reaction: reactants, conditions, products, and yield The reactants are O=C1N(CC(C1)C1=CC=CC=C1)CC(=O)OC (methyl 2-oxo-4-phenyl-1-pyrrolidineacetate), C[C@@H]1N([C@@H](CCC1)C)CCN (cis-2-(2,6-dimethyl-1-piperidinyl)-ethylamine). The product is C[C@@H]1N([C@@H](CCC1)C)CCNC(CN1C(CC(C1)C1=CC=CC=C1)=O)=O (cis-N-[2-(2,6-dimethyl-1-piperidinyl)ethyl]-2-oxo-4-phenyl-1-pyrrolidineacetamide). As a reaction SMILES: [O:1]=[C:2]1[CH2:6][CH:5]([C:7]2[CH:12]=[CH:11][CH:10]=[CH:9][CH:8]=2)[CH2:4][N:3]1[CH2:13][C:14]([O:16]C)=O.[CH3:18][C@H:19]1[CH2:24][CH2:23][CH2:22][C@@H:21]([CH3:25])[N:20]1[CH2:26][CH2:27][NH2:28]>>[CH3:18][C@H:19]1[CH2:24][CH2:23][CH2:22][C@@H:21]([CH3:25])[N:20]1[CH2:26][CH2:27][NH:28][C:14](=[O:16])[CH2:13][N:3]1[CH2:4][CH:5]([C:7]2[CH:8]=[CH:9][CH:10]=[CH:11][CH:12]=2)[CH2:6][C:2]1=[O:1]. Reported procedure: From 7.0 g. of methyl 2-oxo-4-phenyl-1-pyrrolidineacetate and 5.0 g. of cis-2-(2,6-dimethyl-1-piperidinyl)-ethylamine, following the procedure of Example 9, there is obtained cis-N-[2-(2,6-dimethyl-1-piperidinyl)ethyl]-2-oxo-4-phenyl-1-pyrrolidineacetamide; m.p. 115°-116° C. after recrystallization from cyclohexane. The reactants are C(C1=CC=CC=C1)(=O)C=1NC2=CC(=CC=C2C1CC(=O)O)Cl ((2-benzoyl-6-chloro-1H-indol-3-yl)acetic acid), Cl (HCl), CO (methanol). Reaction conditions: time 3 hour. Yields the product COC(CC1=C(NC2=CC(=CC=C12)Cl)C(C1=CC=CC=C1)=O)=O (Methyl(2-benzoyl-6-chloro-1H-indol-3-yl)acetate). The yield is 44.0%. Reaction SMILES: [C:1]([C:9]1[NH:10][C:11]2[C:16]([C:17]=1[CH2:18][C:19]([OH:21])=[O:20])=[CH:15][CH:14]=[C:13]([Cl:22])[CH:12]=2)(=[O:8])[C:2]1[CH:7]=[CH:6][CH:5]=[CH:4][CH:3]=1.Cl.[CH3:24]O>>[CH3:24][O:20][C:19](=[O:21])[CH2:18][C:17]1[C:16]2[C:11](=[CH:12][C:13]([Cl:22])=[CH:14][CH:15]=2)[NH:10][C:9]=1[C:1](=[O:8])[C:2]1[CH:3]=[CH:4][CH:5]=[CH:6][CH:7]=1. Reported procedure: A mixture of (2-benzoyl-6-chloro-1H-indol-3-yl)acetic acid (Example 2, 50 mg, 0.16 mmol) and 10% HCl in methanol (3 ml) was stirred for 3 h at room temperature. The mixture was concentrated and the residue was purified by flash column chromatography eluting with ethyl acetate/hexane (1:5) to afford 23 mg (44%) of the title compound as white solids. Reactants: BrBr (Bromine), BrC1=CC(=C(C=C1)C(C)=O)F (1-(4-bromo-2-fluoro-phenyl)-ethanone), CCCCCC (hexane), C(C)(=O)OCC (ethyl acetate). Solvent: C(C)(=O)O (acetic acid), C(Cl)Cl (methylene chloride). Product: BrCC(=O)C1=C(C=C(C=C1)Br)F (2-bromo-1-(4-bromo-2-fluoro-phenyl)-ethanone). Isolated yield 97.0%. Reaction SMILES: [Br:1]Br.[Br:3][C:4]1[CH:9]=[CH:8][C:7]([C:10](=[O:12])[CH3:11])=[C:6]([F:13])[CH:5]=1.C(OCC)(=O)C.CCCCCC>C(O)(=O)C.C(Cl)Cl>[Br:1][CH2:11][C:10]([C:7]1[CH:8]=[CH:9][C:4]([Br:3])=[CH:5][C:6]=1[F:13])=[O:12]. Procedure details: Bromine (1.2 mL, 23.0 mmol) in 10 mL of glacial acetic acid was added drop-wise to a solution of 1-(4-bromo-2-fluoro-phenyl)-ethanone (5.0 g, 23.0 mmol), prepared in the previous step, in 150 mL of dry methylene chloride at 0° C. After the addition, the reaction was allowed to warm to room temperature. TLC (5% ethyl acetate:hexane) indicated the starting material was consumed. The reaction was diluted with methylene chloride and washed with 5% sodium thiosulfate and brine. The organic layer was ... Reactants: CCO, C1CCOC1, COC(=O)c1cccc(CC2CCCC=C2c2nc(-c3ccccc3)c(-c3ccccc3)o2)c1. Yields the product O=C(O)c1cccc(CC2CCCC=C2c2nc(-c3ccccc3)c(-c3ccccc3)o2)c1. As a reaction SMILES: [CH3:35][CH2:36][OH:37].[O:38]1[CH2:39][CH2:40][CH2:41][CH2:42]1.[c:1]1(-[c:7]2[n:8][c:9]([C:18]3=[CH:23][CH2:22][CH2:21][CH2:20][CH:19]3[CH2:24][c:25]3[cH:26][c:27]([C:28](=[O:29])[O:30][CH3:31])[cH:32][cH:33][cH:34]3)[o:10][c:11]2-[c:12]2[cH:13][cH:14][cH:15][cH:16][cH:17]2)[cH:2][cH:3][cH:4][cH:5][cH:6]1>>[c:1]1(-[c:7]2[n:8][c:9]([C:18]3=[CH:23][CH2:22][CH2:21][CH2:20][CH:19]3[CH2:24][c:25]3[cH:26][c:27]([C:28](=[O:29])[OH:30])[cH:32][cH:33][cH:34]3)[o:10][c:11]2-[c:12]2[cH:13][cH:14][cH:15][cH:16][cH:17]2)[cH:2][cH:3][cH:4][cH:5][cH:6]1. The reactants are C(C)C=1NC2=C(N1)C=CC=C2 (2-ethylbenzimidazole), COCCOCCCl (2-chloroethyl 2-methoxyethyl ether). Yields the product C(C)C1=NC2=C(N1CCOCCOC)C=CC=C2 (2-Ethyl-1-[2-(2-methoxyethoxy)ethyl]-1H-benzimidazole). The yield is 77.0%. As a reaction SMILES: [CH2:1]([C:3]1[NH:4][C:5]2[CH:11]=[CH:10][CH:9]=[CH:8][C:6]=2[N:7]=1)[CH3:2].[CH3:12][O:13][CH2:14][CH2:15][O:16][CH2:17][CH2:18]Cl>>[CH2:1]([C:3]1[N:4]([CH2:18][CH2:17][O:16][CH2:15][CH2:14][O:13][CH3:12])[C:5]2[CH:11]=[CH:10][CH:9]=[CH:8][C:6]=2[N:7]=1)[CH3:2]. Reported procedure: 2-Ethyl-1-[2-(2-methoxyethoxy)ethyl]-1H-benzimidazole was synthesized as in Synthesis Example 1 except that an equimolar amount of 2-ethylbenzimidazole was used instead of benzimidazole and an equimolar amount of 2-chloroethyl 2-methoxyethyl ether was used instead of 2-chloroethyl methyl ether. Yield 77%.